The task is: describe an organic reaction: reactants, conditions, products, and yield. This data is from the Open Reaction Database (ORD), a public repository of structured organic reaction records. Run at temperature 60 celsius, time 1.75 hour. Procedure: To a stirred solution of 2,4-dibromo-6-(2-chloro-4-fluorophenyl)-5-methylpyridin-3-amine (4.8 g, 12.2 mmol, 1 eq) in THF (50 mL) was added tert-butylnitrite (2.2 mL, 18.25 mmol, 1.5 eq). The mixture was warmed to 60° C. and mild gas evolution was observed. After 1.75 h the heating bath was turned off and the mixture was allowed to stir overnight. Additional tert-butylnitrite (1 mL) was added and the mixture was again warmed to 60° C. After 2 h no starting material was left as assessed by HPLC an... Reactants: BrC1=NC(=C(C(=C1N)Br)C)C1=C(C=C(C=C1)F)Cl (2,4-dibromo-6-(2-chloro-4-fluorophenyl)-5-methylpyridin-3-amine), C(C)(C)(C)ON=O (tert-butylnitrite), C(C)(C)(C)ON=O (tert-butylnitrite). Product: BrC1=C(C(=NC(=C1)Br)C1=C(C=C(C=C1)F)Cl)C (4,6-dibromo-2-(2-chloro-4-fluorophenyl)-3-methylpyridine). Run in C1CCOC1 (THF). RXN SMILES: [Br:1][C:2]1[C:7](N)=[C:6]([Br:9])[C:5]([CH3:10])=[C:4]([C:11]2[CH:16]=[CH:15][C:14]([F:17])=[CH:13][C:12]=2[Cl:18])[N:3]=1.C(ON=O)(C)(C)C>C1COCC1>[Br:9][C:6]1[CH:7]=[C:2]([Br:1])[N:3]=[C:4]([C:11]2[CH:16]=[CH:15][C:14]([F:17])=[CH:13][C:12]=2[Cl:18])[C:5]=1[CH3:10]. The reactants are N1C(=NC=C1)C(=O)O (1H-imidazole-2-carboxylic acid), N[C@H](CN1N=C(C=C1)C1=CC(=C(C#N)C=C1)Cl)C ((S)-4-(1-(2-aminopropyl)-1H-pyrazol-3-yl)-2-chlorobenzonitrile). Product: ClC=1C=C(C=CC1C#N)C1=NN(C=C1)C[C@H](C)NC(=O)C=1NC=CN1 ((S)—N-(1-(3-(3-chloro-4-cyanophenyl)-1H-pyrazol-1-yl)propan-2-yl)-1H-imidazole-2-carboxamide). Yield: 76.0%. RXN SMILES: [NH:1]1[CH:5]=[CH:4][N:3]=[C:2]1[C:6]([OH:8])=O.[NH2:9][C@@H:10]([CH3:26])[CH2:11][N:12]1[CH:16]=[CH:15][C:14]([C:17]2[CH:24]=[CH:23][C:20]([C:21]#[N:22])=[C:19]([Cl:25])[CH:18]=2)=[N:13]1>>[Cl:25][C:19]1[CH:18]=[C:17]([C:14]2[CH:15]=[CH:16][N:12]([CH2:11][C@@H:10]([NH:9][C:6]([C:2]3[NH:1][CH:5]=[CH:4][N:3]=3)=[O:8])[CH3:26])[N:13]=2)[CH:24]=[CH:23][C:20]=1[C:21]#[N:22]. Reported procedure: (S)—N-(1-(3-(3-chloro-4-cyanophenyl)-1H-pyrazol-1-yl)propan-2-yl)-1H-imidazole-2-carboxamide was prepared using the method of Example 34(d) starting from 1H-imidazole-2-carboxylic acid (0.206 g, 1.841 mmol) and (S)-4-(1-(2-aminopropyl)-1H-pyrazol-3-yl)-2-chlorobenzonitrile (0.4 g, 1.534 mmol). The crude product was washed with 0.1 M HCl, 1M NaCO3, water and brine. Yield 76%. 1H-NMR (400 MHz; DMSO): δ 1.23 (d, 3H), 4.31 (dd, 1H), 4.38 (dd, 1H), 4.41-4.50 (m, 1H), 6.94 (d, 1H), 7.07 (s, 1H), 7.24 ... Reactants: ClC1=NC=CC(=N1)N1N=CC(=C1C(F)(F)F)C(=O)OCC (Ethyl 1-(2-chloropyrimidin-4-yl)-5-(trifluoromethyl)-1H-pyrazole-4-carboxylate), COC1=C(C=CC=C1)B(O)O (2-methoxyphenylboronic acid), B(Br)(Br)Br (BBr3). The product is N1=C(N=CC=C1)C1=C(C=CC=C1)O (pyrimidinyl phenol). RXN SMILES: Cl[C:2]1[N:7]=[C:6](N2C(C(F)(F)F)=C(C(OCC)=O)C=N2)[CH:5]=[CH:4][N:3]=1.C[O:23][C:24]1[CH:29]=[CH:28][CH:27]=[CH:26][C:25]=1B(O)O.B(Br)(Br)Br>>[N:7]1[CH:6]=[CH:5][CH:4]=[N:3][C:2]=1[C:25]1[CH:26]=[CH:27][CH:28]=[CH:29][C:24]=1[OH:23]. Procedure: Suzuki coupling of the title compound from Example 18 Step A with 2-methoxyphenylboronic acid, followed by treatment with BBr3 (according to Example 8 Steps A and B) gave a pyrimidinyl phenol which was processed to the title compound according to Example 1 Steps C and D: LCMS m/z 545.3 [M+H]+; 1H NMR (500 MHz, d6-DMSO) δ 9.20 (d, J=5.5 Hz, 1H), 8.42 (s, 1H), 7.88 (d, J=5.5 Hz, 1H), 7.69 (dd, J=8.0, 2.0 Hz, 1H), 7.50-7.47 (m, 1H), 7.27-2.08 (m, 11H), 5.13 (s, 2H), 2.82 (s, 4H). Starting materials: Cc1cc(-c2ccc(Cl)cc2)nc(-c2ccnc(-c3cccc(S(=O)(=O)NC(C)(C)C)c3)c2)n1, ClCCl, O=C(O)C(F)(F)F. The product is Cc1cc(-c2ccc(Cl)cc2)nc(-c2ccnc(-c3cccc(S(N)(=O)=O)c3)c2)n1. Reaction SMILES: [C:1]([CH3:2])([CH3:3])([CH3:4])[NH:5][S:6](=[O:7])(=[O:8])[c:9]1[cH:10][c:11](-[c:15]2[n:16][cH:17][cH:18][c:19](-[c:21]3[n:22][c:23]([CH3:34])[cH:24][c:25](-[c:27]4[cH:28][cH:29][c:30]([Cl:33])[cH:31][cH:32]4)[n:26]3)[cH:20]2)[cH:12][cH:13][cH:14]1.[Cl:42][CH2:43][Cl:44].[F:35][C:36]([F:37])([F:38])[C:39]([OH:40])=[O:41]>>[NH2:5][S:6](=[O:7])(=[O:8])[c:9]1[cH:10][c:11](-[c:15]2[n:16][cH:17][cH:18][c:19](-[c:21]3[n:22][c:23]([CH3:34])[cH:24][c:25](-[c:27]4[cH:28][cH:29][c:30]([Cl:33])[cH:31][cH:32]4)[n:26]3)[cH:20]2)[cH:12][cH:13][cH:14]1. The reactants are C(C1=CC=CC=C1)C1=C(N(C2=CC=C(C=C12)C1=CC=C(C=C1)OC)C)C (3-benzyl-5-(4-methoxy-phenyl)-1,2-dimethyl-1H-indole), B(Br)(Br)Br (BBr3), solution. Yield: 81.8%. Procedure: The desired product was prepared using a procedure similar to step 4 of example 3. Thus, 3-benzyl-5-(4-methoxy-phenyl)-1,2-dimethyl-1H-indole (0.419 g, 1.227 mmol) was reacted with BBr3 (1.5 ml of a 1M solution in CH2Cl2) to give the product (0.329 g, 1.004 mmol, 82%) as an off-white solid, dec. 129-133° C. 1H NMR (DMSO-d6) δ 2.35 (s, 3H), 3.62 (s, 3H), 4.01 (s, 2H), 6.75 (d, J=8.7 Hz, 2H), 7.04-7.09 (m, 1H), 7.15-7.22 (m, 5H), 7.31-7.37 (m, 3H), 7.47 (d, J=1.5 Hz, 1H), 9.27 (s, 1H): [ESI(+)], m... RXN SMILES: [CH2:1]([C:8]1[C:16]2[C:11](=[CH:12][CH:13]=[C:14]([C:17]3[CH:22]=[CH:21][C:20]([O:23]C)=[CH:19][CH:18]=3)[CH:15]=2)[N:10]([CH3:25])[C:9]=1[CH3:26])[C:2]1[CH:7]=[CH:6][CH:5]=[CH:4][CH:3]=1.B(Br)(Br)Br>C(Cl)Cl>[CH2:1]([C:8]1[C:16]2[C:11](=[CH:12][CH:13]=[C:14]([C:17]3[CH:18]=[CH:19][C:20]([OH:23])=[CH:21][CH:22]=3)[CH:15]=2)[N:10]([CH3:25])[C:9]=1[CH3:26])[C:2]1[CH:3]=[CH:4][CH:5]=[CH:6][CH:7]=1. The product is C(C1=CC=CC=C1)C1=C(N(C2=CC=C(C=C12)C1=CC=C(C=C1)O)C)C (4-(3-Benzyl-1,2-dimethyl-1H-indol-5-yl)-phenol), product. The solvent is C(Cl)Cl (CH2Cl2). The reactants are Cl.O=C(CN)CCCCCC (2-oxooctylamine hydrochloride), N1=CC=CC=C1 (pyridine), C(CCCCCCCCC)OC=1C=C2C=CC(=CC2=CC1)C(=O)Cl (6-decyloxy-2-naphthoyl chloride), O1CCOCC1 (dioxane). Run in O (water). Yields the product O=C(CNC(=O)C1=CC2=CC=C(C=C2C=C1)OCCCCCCCCCC)CCCCCC (2-oxooctyl-(6-decyloxy-2-naphthoyl)amine). Isolated yield 81.2%. Reaction SMILES: Cl.[O:2]=[C:3]([CH2:6][CH2:7][CH2:8][CH2:9][CH2:10][CH3:11])[CH2:4][NH2:5].[CH2:12]([O:22][C:23]1[CH:24]=[C:25]2[C:30](=[CH:31][CH:32]=1)[CH:29]=[C:28]([C:33](Cl)=[O:34])[CH:27]=[CH:26]2)[CH2:13][CH2:14][CH2:15][CH2:16][CH2:17][CH2:18][CH2:19][CH2:20][CH3:21].O1CCOCC1.N1C=CC=CC=1>O>[O:2]=[C:3]([CH2:6][CH2:7][CH2:8][CH2:9][CH2:10][CH3:11])[CH2:4][NH:5][C:33]([C:28]1[CH:27]=[CH:26][C:25]2[C:30](=[CH:31][CH:32]=[C:23]([O:22][CH2:12][CH2:13][CH2:14][CH2:15][CH2:16][CH2:17][CH2:18][CH2:19][CH2:20][CH3:21])[CH:24]=2)[CH:29]=1)=[O:34] |f:0.1|. Procedure: In a 50 ml-three-necked flask, 0.20 g (1.11 mM) of 2-oxooctylamine hydrochloride, 0.46 g (1.33 mM) of 6-decyloxy-2-naphthoyl chloride and 5 ml of dioxane were placed. To the mixture, 1.6 ml of pyridine was added at about 85° C. under heat-stirring, followed by heat-stirring for 30 minutes at 92°-94° C. After the reaction, the reaction mixture was poured into water to precipitate a crystal. The crystal was recovered by filtration and washed with water, followed by recrystallization from a mixture...